From a dataset of the Open Reaction Database (ORD), a public repository of structured organic reaction records. describe an organic reaction: reactants, conditions, products, and yield Starting materials: poly (L-lysine), C1=CC(=CC=C1N=C=S)OC2C(C(C(C(O2)CO)O)O)O (a-D-galactopyranosyl phenylisothiocyanate), a-D-mannopyranosyl phenylisothiocyanate, C([O-])([O-])=O.[Na+].[Na+] (Sodium carbonate). The solvent is CN(C=O)C (N,N-dimethylformamide). Reaction conditions: time 16 hour. Yields the product O=C[C@@H](O)[C@@H](O)[C@H](O)[C@H](O)CO (Mannose). RXN SMILES: C(=O)([O-])[O-].[Na+].[Na+].C1C(N=C=S)=CC=C([O:16][CH:17]2[O:22][CH:21]([CH2:23][OH:24])[CH:20]([OH:25])[CH:19]([OH:26])[CH:18]2[OH:27])C=1>CN(C)C=O>[O:16]=[CH:17][C@H:18]([C@H:19]([C@@H:20]([C@@H:21]([CH2:23][OH:24])[OH:22])[OH:25])[OH:26])[OH:27] |f:0.1.2|. Procedure details: Synthetic glycoprotein carriers were constructed in which poly (L-lysine), average chain length 100 (Mr 20,000 Da), was glycosylated using a-D-mannopyranosyl phenylisothiocyanate dissolved in N,N-dimethylformamide. The solution was adjusted to pH 9.5 by the addition of 1 M Sodium carbonate, pH 9.5. Shielded from light and incubated for 16 hours at 22° C., the solution was dialyzed against 5 mM Sodium chloride for two days. Approximately 0.8 to 1.0% of the amine side chains in the polylysine are ... Reactants: ClCC(=O)C1=CC=CC=C1 (2-chloro acetophenone), OC1=CC=C(C=O)C=C1 (4-hydroxy benzaldehyde), Cl (hydrochloric acid). Solvent: C(C)O (ethanol). Conditions: time 3 day. Yields the product ClC1=C(C(C=CC2=CC=C(C=C2)O)=O)C=CC=C1 (2'-chloro 4-hydroxy chalcone). As a reaction SMILES: Cl[CH2:2][C:3]([C:5]1[CH:10]=[CH:9][CH:8]=[CH:7][CH:6]=1)=[O:4].[OH:11][C:12]1[CH:19]=[CH:18][C:15]([CH:16]=O)=[CH:14][CH:13]=1.[ClH:20]>C(O)C>[Cl:20][C:6]1[CH:7]=[CH:8][CH:9]=[CH:10][C:5]=1[C:3](=[O:4])[CH:2]=[CH:16][C:15]1[CH:18]=[CH:19][C:12]([OH:11])=[CH:13][CH:14]=1. Procedure details: 20 g of 2-chloro acetophenone and 15.8 g 4-hydroxy benzaldehyde were dissolved in 100 ml ethanol saturated with gaseous hydrochloric acid and the mixture was left at ambient temperature for 3 days. The ethanol was concentrated in vacuo. The residue was dissolved in 200 ml isopropanol, after which 500 ml water was added with agitation and the precipitate was filtered. The yield after recrystallization from isopropanol was 25.4 g of the expected chalcone. Reactants: N1CCC2(CC1)CSC1=C(O2)C2=CC=CC=C2C(C1=O)=O (spiro[naphtho[1,2-b][1,4]oxathiine-2,4′-piperidine]-5,6-dione), O1C=C(C=C1)C(=O)Cl (3-furoyl chloride). Product: O1C=C(C=C1)C(=O)N1CCC2(CC1)CSC1=C(O2)C2=CC=CC=C2C(C1=O)=O (1′-(3-furoyl)spiro[naphtho[1,2-b][1,4]oxathiine-2,4′-piperidine]-5,6-dione). Reaction SMILES: [NH:1]1[CH2:6][CH2:5][C:4]2([O:11][C:10]3[C:12]4[C:17]([C:18](=[O:21])[C:19](=[O:20])[C:9]=3[S:8][CH2:7]2)=[CH:16][CH:15]=[CH:14][CH:13]=4)[CH2:3][CH2:2]1.[O:22]1[CH:26]=[CH:25][C:24]([C:27](Cl)=[O:28])=[CH:23]1>>[O:22]1[CH:26]=[CH:25][C:24]([C:27]([N:1]2[CH2:2][CH2:3][C:4]3([O:11][C:10]4[C:12]5[C:17]([C:18](=[O:21])[C:19](=[O:20])[C:9]=4[S:8][CH2:7]3)=[CH:16][CH:15]=[CH:14][CH:13]=5)[CH2:5][CH2:6]2)=[O:28])=[CH:23]1. Reported procedure: Compound 43 was synthesized using spiro[naphtho[1,2-b][1,4]oxathiine-2,4′-piperidine]-5,6-dione, 3-furoyl chloride and conditions outlined in procedure N. M.p.=234-235° C.; 300 MHz 1H NMR (DMSO-d6) δ 8.05 (d, 1H), 7.67 (d, 1H), 7.65 (t, 1H), 7.50 (t, 1H), 7.24 (s, 2H), 6.58 (s, 1H), 3.46 (m, 2H), 2.96 (s, 2H), 2.20 (m, 2H), 1.92 (m 2H), 1.58 (brs, 2H); LCMS: 396 [M+H]. Starting materials: NC1=C(C(=O)NC2=C(C=C(C=C2)Br)C)C=C(C=C1)[N+](=O)[O-] (N-(2-amino-5-nitrobenzoyl)-2-methyl-4-bromoaniline), FCC(=O)Cl (fluoroacetyl chloride). Solvent: N1=CC=CC=C1 (pyridine). Product: FCC(=O)NC1=C(C(=O)NC2=C(C=C(C=C2)Br)C)C=C(C=C1)[N+](=O)[O-] (N-(2-fluoroacetamido-5-nitrobenzoyl)-2-methyl-4-bromoaniline). The yield is 96.1%. RXN SMILES: [NH2:1][C:2]1[CH:18]=[CH:17][C:16]([N+:19]([O-:21])=[O:20])=[CH:15][C:3]=1[C:4]([NH:6][C:7]1[CH:12]=[CH:11][C:10]([Br:13])=[CH:9][C:8]=1[CH3:14])=[O:5].[F:22][CH2:23][C:24](Cl)=[O:25]>N1C=CC=CC=1>[F:22][CH2:23][C:24]([NH:1][C:2]1[CH:18]=[CH:17][C:16]([N+:19]([O-:21])=[O:20])=[CH:15][C:3]=1[C:4]([NH:6][C:7]1[CH:12]=[CH:11][C:10]([Br:13])=[CH:9][C:8]=1[CH3:14])=[O:5])=[O:25]. Reported procedure: 4.2 g of N-(2-amino-5-nitrobenzoyl)-2-methyl-4-bromoaniline, 1.42 g of pyridine and 1.74 g of fluoroacetyl chloride are treated in the same manner as described in Example 1-(1), whereby 4.73 g of N-(2-fluoroacetamido-5-nitrobenzoyl)-2-methyl-4-bromoaniline are obtained as colorless needles. Reactants: CC#N, CCN(C(C)C)C(C)C, Cl, O=S(=O)([O-])C(F)(F)F, FC1(F)CNC1, C[n+]1ccn(S(=O)(=O)n2ccnc2)c1. The product is O=S(=O)(N1CC(F)(F)C1)n1ccnc1. Reaction SMILES: [CH3:39][C:40]#[N:41].[CH:8]([N:9]([CH2:10][CH3:11])[CH:12]([CH3:13])[CH3:14])([CH3:15])[CH3:16].[ClH:1].[F:17][C:18]([F:19])([F:20])[S:21]([O-:22])(=[O:23])=[O:24].[F:2][C:3]1([F:7])[CH2:4][NH:5][CH2:6]1.[n:25]1([S:30](=[O:31])(=[O:32])[n:33]2[cH:34][cH:35][n+:36]([CH3:37])[cH:38]2)[cH:26][n:27][cH:28][cH:29]1>>[F:2][C:3]1([F:7])[CH2:4][N:5]([S:30]([n:25]2[cH:26][n:27][cH:28][cH:29]2)(=[O:31])=[O:32])[CH2:6]1. Starting materials: [Al+3], CCCCCCC(C)C(=O)O, CCCCCCC(C)C(=O)O, [Cl-], [Cl-], [Cl-], [Cl-], Cl, O=[N+]([O-])c1ccccc1, c1ccc(-c2ccccc2)cc1. Product: CCCCCCC(C)C(=O)O, CCCCCCC(C)C(=O)c1ccc(-c2ccccc2)cc1. RXN SMILES: [Al+3:14].[CH3:29][CH:30]([C:31](=[O:32])[OH:33])[CH2:34][CH2:35][CH2:36][CH2:37][CH2:38][CH3:39].[CH3:2][CH:3]([C:4](=[O:5])[OH:6])[CH2:7][CH2:8][CH2:9][CH2:10][CH2:11][CH3:12].[Cl-:13].[Cl-:15].[Cl-:16].[Cl-:1].[ClH:40].[O-:41][N+:42]([c:43]1[cH:44][cH:45][cH:46][cH:47][cH:48]1)=[O:49].[c:17]1(-[c:23]2[cH:24][cH:25][cH:26][cH:27][cH:28]2)[cH:18][cH:19][cH:20][cH:21][cH:22]1>>[CH3:29][CH:30]([C:31](=[O:32])[OH:33])[CH2:34][CH2:35][CH2:36][CH2:37][CH2:38][CH3:39].[CH3:2][CH:3]([C:4](=[O:5])[c:20]1[cH:19][cH:18][c:17](-[c:23]2[cH:24][cH:25][cH:26][cH:27][cH:28]2)[cH:22][cH:21]1)[CH2:7][CH2:8][CH2:9][CH2:10][CH2:11][CH3:12]. Starting materials: ClC1=C(C=CC(=C1)F)C[N+]#[C-] ([2-chloro-4-fluoro-phenyl]methyl isocyanide), C(CC(=O)O)C=O (succinic semialdehyde), C1(CC1)N (cyclopropylamine), CO (methanol). Run at temperature 100 celsius. Yields the product ClC1=C(C=CC(=C1)F)CNC([C@H]1N(C(CC1)=O)C1CC1)=O (N-[(2-chloro-4-fluorophenyl)methyl]-1-cyclopropyl-5-oxoprolinamide). RXN SMILES: [Cl:1][C:2]1[CH:7]=[C:6]([F:8])[CH:5]=[CH:4][C:3]=1[CH2:9][N+:10]#[C-:11].[CH2:12]([CH:17]=O)[CH2:13][C:14](O)=[O:15].[CH:19]1([NH2:22])[CH2:21][CH2:20]1.C[OH:24]>>[Cl:1][C:2]1[CH:7]=[C:6]([F:8])[CH:5]=[CH:4][C:3]=1[CH2:9][NH:10][C:11](=[O:24])[C@@H:17]1[CH2:12][CH2:13][C:14](=[O:15])[N:22]1[CH:19]1[CH2:21][CH2:20]1. Reported procedure: To a solution of [2-chloro-4-fluoro-phenyl]methyl isocyanide (0.068 g, 0.4 mmol) and succinic semialdehyde (15% in water, 0.26 ml, 0.4 mmol) in methanol (1.75 ml) was added cyclopropylamine (0.042 ml, 0.6 mmol). The mixture was heated to 100° C. for 30 minutes in a microwave reactor. The solvent was removed in vacuo and the residue was purified by mass-directed automated HPLC to give a colourless gum which was triturated with diethyl ether to give N-[(2-chloro-4-fluorophenyl)methyl]-1-cyclopropy... Starting materials: O=CO, Cc1cc(Br)c(C(=O)O)cc1N, O. Product: Cc1cc(Br)c(C(=O)O)cc1NC=O. Reaction SMILES: [CH:14](=[O:15])[OH:16].[NH2:1][c:2]1[cH:3][c:4]([C:5](=[O:6])[OH:7])[c:8]([Br:12])[cH:9][c:10]1[CH3:11].[OH2:13]>>[NH:1]([c:2]1[cH:3][c:4]([C:5](=[O:6])[OH:7])[c:8]([Br:12])[cH:9][c:10]1[CH3:11])[CH:14]=[O:15]. As a reaction SMILES: [Br:1][C:2]1[CH:3]=[C:4]([CH:8]=[CH:9][C:10]=1[O:11][CH3:12])[C:5](O)=[O:6].B>C1COCC1>[Br:1][C:2]1[CH:3]=[C:4]([CH:8]=[CH:9][C:10]=1[O:11][CH3:12])[CH2:5][OH:6]. Reactants: BrC=1C=C(C(=O)O)C=CC1OC (3-bromo-4-methoxybenzoic acid), solution, B (borane). Procedure: To a solution of 9.8 g (42 mmol) of 3-bromo-4-methoxybenzoic acid in THF (100 mL) was added 1M solution of borane in THF (130 mL) at r.t. under nitrogen. The resulting solution was then heated at 75° C. for 30 min. The reaction mixture was then cooled to r.t. and MEOH (0.5 mL) was slowly added. The mixture was concentrated and successively treated with MEOH (0.5 mL), evaporated (2×) and finally triturated with Et2O and filtered to yield the title product as a solid, m.p.: 49°-54° C. Run at temperature 75 celsius. The product is BrC=1C=C(CO)C=CC1OC (3-Bromo-4-methoxybenzyl alcohol). Solvent: C1CCOC1 (THF), C1CCOC1 (THF). Starting materials: C(C)C(C(=O)[O-])CCCC.[Na+] (sodium 2-ethylhexanoate), ClC1=C(C(=O)Cl)C(=CC=C1)Cl (2,6-dichlorobenzoyl chloride), Cl (hydrochloride), C(C)(=O)OCC1=CS[C@H]2N([C@H]1C(=O)O)C([C@H]2N)=O (3-acetoxymethyl-7β-aminoceph-2-em-4α-carboxylic acid), C[Si](N[Si](C)(C)C)(C)C (hexamethyldisilazane). The solvent is C(C)(=O)OCC (ethyl acetate), C(Cl)(Cl)Cl (chloroform). Reaction conditions: time 1 hour. The product is C(C)(=O)OCC1=CS[C@H]2N([C@H]1C(=O)[O-])C([C@H]2NC(C2=C(C=CC=C2Cl)Cl)=O)=O.[Na+] (Sodium 3-acetoxymethyl-7β-(2,6-dichlorobenzamido)ceph-2-em-4α-carboxylate). Reaction SMILES: Cl.[C:2]([O:5][CH2:6][C:7]1[C@H:12]([C:13]([OH:15])=[O:14])[N:11]2[C:16](=[O:19])[C@@H:17]([NH2:18])[C@H:10]2[S:9][CH:8]=1)(=[O:4])[CH3:3].C[Si](C)(C)N[Si](C)(C)C.[Cl:29][C:30]1[CH:38]=[CH:37][CH:36]=[C:35]([Cl:39])[C:31]=1[C:32](Cl)=[O:33].C(C(CCCC)C([O-])=O)C.[Na+:50]>C(OCC)(=O)C.C(Cl)(Cl)Cl>[C:2]([O:5][CH2:6][C:7]1[C@H:12]([C:13]([O-:15])=[O:14])[N:11]2[C:16](=[O:19])[C@@H:17]([NH:18][C:32](=[O:33])[C:31]3[C:30]([Cl:29])=[CH:38][CH:37]=[CH:36][C:35]=3[Cl:39])[C@H:10]2[S:9][CH:8]=1)(=[O:4])[CH3:3].[Na+:50] |f:4.5,8.9|. Procedure: The hydrochloride of 3-acetoxymethyl-7β-aminoceph-2-em-4α-carboxylic acid (1.5 g., 0.05 m.mol) was heated in refluxing dry chloroform (20 ml) containing hexamethyldisilazane (3.2 ml. 0.015 mol) for 1 hr. The excess silylating reagent and solvent were removed under high vacuum. The resulting gum was redissolved in dry ethyl acetate (20 ml) and 2,6-dichlorobenzoyl chloride (1.0 g 0.45 mmol) added. the reaction was carried out for 1 hr. at reflux. Treatment of the organic phase with dilute hydrochl...